From a dataset of the Open Reaction Database (ORD), a public repository of structured organic reaction records. describe an organic reaction: reactants, conditions, products, and yield The reactants are S(=O)(Cl)Cl (thionyl chloride), FC(C1=CC=C(C=C1)C=1C=CC(=NC1)CO)(F)F ([5-(4-Trifluoromethyl-phenyl)-pyridin-2-yl]-methanol). The solvent is CN(C=O)C (N,N-dimethylformamide). Run at temperature 0 celsius, time 5 minute. Yields the product ClCC1=NC=C(C=C1)C1=CC=C(C=C1)C(F)(F)F (2-Chloromethyl-5-(4-trifluoromethyl-phenyl)-pyridine). Yield: 22.7%. As a reaction SMILES: S(Cl)([Cl:3])=O.[F:5][C:6]([F:22])([F:21])[C:7]1[CH:12]=[CH:11][C:10]([C:13]2[CH:14]=[CH:15][C:16]([CH2:19]O)=[N:17][CH:18]=2)=[CH:9][CH:8]=1>CN(C)C=O>[Cl:3][CH2:19][C:16]1[CH:15]=[CH:14][C:13]([C:10]2[CH:11]=[CH:12][C:7]([C:6]([F:22])([F:21])[F:5])=[CH:8][CH:9]=2)=[CH:18][N:17]=1. Reported procedure: 658 mg (0.40 ml, 5.53 mmol) thionyl chloride is added drop by drop at 0° C. to a solution of 0.2 ml N,N-dimethylformamide (DMF) and 700 mg (2.76 mmol) [5-(4-Trifluoromethyl-phenyl)-pyridin-2-yl]-methanol, stirred for 5 min. at 0° C., and at room temperature (r.t.) for 1 h. The mixture is poured on ice/sodium bicarbonate solution and the organic phase separated. The water phase is extracted with ethyl acetate. The combined organic phases were washed with water, dried (sodium sulphate), and evapor... Reactants: hydrogen dichloride, CCOCC (ether), OC=1C=C2C=CC(=C(C2=CC1)OC1=CC=C(C=C1)OCCN1CCCCC1)C=1C(=CSC1)C#N (4-(6-hydroxy-1-(4-(2-(piperidin-1-yl)ethoxy)phenoxy)naphthalen-2-yl)thiophene-3-carbonitrile), ClCCl (dichloromethane). Yields the product Cl.OC=1C=C2C=CC(=C(C2=CC1)OC1=CC=C(C=C1)OCCN1CCCCC1)C=1C(=CSC1)C#N (4-(6-hydroxy-1-(4-(2-(piperidin-1-yl)ethoxy)phenoxy)naphthalen-2-yl)thiophene-3-carbonitrile hydrochloride). RXN SMILES: CCOCC.[OH:6][C:7]1[CH:8]=[C:9]2[C:14](=[CH:15][CH:16]=1)[C:13]([O:17][C:18]1[CH:23]=[CH:22][C:21]([O:24][CH2:25][CH2:26][N:27]3[CH2:32][CH2:31][CH2:30][CH2:29][CH2:28]3)=[CH:20][CH:19]=1)=[C:12]([C:33]1[C:34]([C:38]#[N:39])=[CH:35][S:36][CH:37]=1)[CH:11]=[CH:10]2.[Cl:40]CCl>>[ClH:40].[OH:6][C:7]1[CH:8]=[C:9]2[C:14](=[CH:15][CH:16]=1)[C:13]([O:17][C:18]1[CH:19]=[CH:20][C:21]([O:24][CH2:25][CH2:26][N:27]3[CH2:32][CH2:31][CH2:30][CH2:29][CH2:28]3)=[CH:22][CH:23]=1)=[C:12]([C:33]1[C:34]([C:38]#[N:39])=[CH:35][S:36][CH:37]=1)[CH:11]=[CH:10]2 |f:3.4|. Procedure details: Add a solution of hydrogen dichloride in ether (1 M, 122 μL, 122.0 μmol) to a solution of 4-(6-hydroxy-1-(4-(2-(piperidin-1-yl)ethoxy)phenoxy)naphthalen-2-yl)thiophene-3-carbonitrile (52 mg, 110.5 μmol) and dichloromethane (4 mL). Sonicate the mixture 5 minutes and then concentrate to obtain the title compound (57 mg, 110.5 μmol). MS (m/z): 471 (M+1-HCl).